From a dataset of the Open Reaction Database (ORD), a public repository of structured organic reaction records. describe an organic reaction: reactants, conditions, products, and yield Starting materials: CC(C)C(=O)Nc1cccc(C2CCNCC2)c1, O=Cc1ccc(N(c2ccccc2)c2ccccc2)cc1. Product: CC(C)C(=O)Nc1cccc(C2CCN(Cc3ccc(N(c4ccccc4)c4ccccc4)cc3)CC2)c1. RXN SMILES: [CH3:22][CH:23]([C:24](=[O:25])[NH:26][c:27]1[cH:28][c:29]([CH:33]2[CH2:34][CH2:35][NH:36][CH2:37][CH2:38]2)[cH:30][cH:31][cH:32]1)[CH3:39].[c:1]1([N:7]([c:8]2[cH:9][cH:10][c:11]([CH:12]=[O:13])[cH:14][cH:15]2)[c:16]2[cH:17][cH:18][cH:19][cH:20][cH:21]2)[cH:2][cH:3][cH:4][cH:5][cH:6]1>>[c:1]1([N:7]([c:8]2[cH:9][cH:10][c:11]([CH2:12][N:36]3[CH2:35][CH2:34][CH:33]([c:29]4[cH:28][c:27]([NH:26][C:24]([CH:23]([CH3:22])[CH3:39])=[O:25])[cH:32][cH:31][cH:30]4)[CH2:38][CH2:37]3)[cH:14][cH:15]2)[c:16]2[cH:17][cH:18][cH:19][cH:20][cH:21]2)[cH:2][cH:3][cH:4][cH:5][cH:6]1.